This data is from the Open Reaction Database (ORD), a public repository of structured organic reaction records. The task is: describe an organic reaction: reactants, conditions, products, and yield The product is Cc1nccn1-c1ccc(Nc2nc3c(c(NCC4CCOCC4)n2)CN(C(=O)OC(C)(C)C)CC3)cc1. Starting materials: Cc1nccn1-c1ccc(Nc2nc3c(c(OS(=O)(=O)C(F)(F)F)n2)CN(C(=O)OC(C)(C)C)CC3)cc1, NCC1CCOCC1, CN(C)C=O. As a reaction SMILES: [CH3:1][c:2]1[n:3](-[c:7]2[cH:8][cH:9][c:10]([NH:13][c:14]3[n:15][c:16]([O:31][S:32]([C:33]([F:34])([F:35])[F:36])(=[O:37])=[O:38])[c:17]4[c:18]([n:19]3)[CH2:20][CH2:21][N:22]([C:24](=[O:25])[O:26][C:27]([CH3:28])([CH3:29])[CH3:30])[CH2:23]4)[cH:11][cH:12]2)[cH:4][cH:5][n:6]1.[NH2:39][CH2:40][CH:41]1[CH2:42][CH2:43][O:44][CH2:45][CH2:46]1.[O:47]=[CH:48][N:49]([CH3:50])[CH3:51]>>[CH3:1][c:2]1[n:3](-[c:7]2[cH:8][cH:9][c:10]([NH:13][c:14]3[n:15][c:16]([NH:39][CH2:40][CH:41]4[CH2:42][CH2:43][O:44][CH2:45][CH2:46]4)[c:17]4[c:18]([n:19]3)[CH2:20][CH2:21][N:22]([C:24](=[O:25])[O:26][C:27]([CH3:28])([CH3:29])[CH3:30])[CH2:23]4)[cH:11][cH:12]2)[cH:4][cH:5][n:6]1. The reactants are ClCc1cn(C(c2ccccc2)(c2ccccc2)c2ccccc2)cn1, C1CCOC1, N, [Na], c1ccc(Cc2ccncc2)cc1. Yields the product c1ccc(C(Cc2cn(C(c3ccccc3)(c3ccccc3)c3ccccc3)cn2)c2ccncc2)cc1. Reaction SMILES: [C:16]([c:17]1[cH:18][cH:19][cH:20][cH:21][cH:22]1)([c:23]1[cH:24][cH:25][cH:26][cH:27][cH:28]1)([c:29]1[cH:30][cH:31][cH:32][cH:33][cH:34]1)[n:35]1[cH:36][n:37][c:38]([CH2:40][Cl:41])[cH:39]1.[CH2:42]1[O:43][CH2:44][CH2:45][CH2:46]1.[NH3:1].[Na:2].[c:3]1([CH2:9][c:10]2[cH:11][cH:12][n:13][cH:14][cH:15]2)[cH:4][cH:5][cH:6][cH:7][cH:8]1>>[c:3]1([CH:9]([c:10]2[cH:11][cH:12][n:13][cH:14][cH:15]2)[CH2:40][c:38]2[n:37][cH:36][n:35]([C:16]([c:17]3[cH:18][cH:19][cH:20][cH:21][cH:22]3)([c:23]3[cH:24][cH:25][cH:26][cH:27][cH:28]3)[c:29]3[cH:30][cH:31][cH:32][cH:33][cH:34]3)[cH:39]2)[cH:4][cH:5][cH:6][cH:7][cH:8]1. The reactants are CCOP(=O)(Cc1ccc(Nc2ncc(C(F)(F)F)c(Cl)n2)c(OC)c1)OCC, CCOP(=O)(Cc1ccc(N)cc1)OCC, CCOC(C)=O. Product: CCOP(=O)(Cc1ccc(Nc2ncc(C(F)(F)F)c(Cl)n2)cc1)OCC. Reaction SMILES: [CH2:1]([CH3:2])[O:3][P:4]([O:5][CH2:6][CH3:7])(=[O:8])[CH2:9][c:10]1[cH:11][c:12]([O:28][CH3:29])[c:13]([NH:16][c:17]2[n:18][cH:19][c:20]([C:24]([F:25])([F:26])[F:27])[c:21]([Cl:23])[n:22]2)[cH:14][cH:15]1.[CH2:30]([O:31][P:32]([CH2:33][c:34]1[cH:35][cH:36][c:37]([NH2:38])[cH:39][cH:40]1)(=[O:41])[O:42][CH2:43][CH3:44])[CH3:45].[CH3:46][CH2:47][O:48][C:49](=[O:50])[CH3:51]>>[CH2:1]([CH3:2])[O:3][P:4]([O:5][CH2:6][CH3:7])(=[O:8])[CH2:9][c:10]1[cH:11][cH:12][c:13]([NH:16][c:17]2[n:18][cH:19][c:20]([C:24]([F:25])([F:26])[F:27])[c:21]([Cl:23])[n:22]2)[cH:14][cH:15]1. Isolated yield 40.5%. The solvent is CC(C)O (2-propanol). Reported procedure: 1-[4-Hydroxy-1-methyl-5-(4-trifluoromethylphenyl)-1H-pyrazol-3-yl]ethanone (50 mg, 0.18 mmol, synthesized in accordance with WO2004/108683), 5-hydrazinocarbonylthiophene-2-carboxylic acid 2-propylamide (40 mg, 0.18 mmol) prepared in Reference Synthetic Example 3 and p-toluenesulfonic acid (6 mg) were heated with 2-propanol (1.8 mL) for 14 hours with reflux. After cooling, the solvent was evaporated, and the resulting solid was washed with 2-propanol to give 36 mg of the desired product (yield 42... Yields the product CC(C)NC(=O)C=1SC(=CC1)C(=O)NN=C(C)C1=NN(C(=C1O)C1=CC=C(C=C1)C(F)(F)F)C (5-{1-[4-hydroxy-1-methyl-5-(4-trifluoromethylphenyl)-1H-pyrazol-3-yl]ethylidenehydrazinocarbonyl}thiophene-2-carboxylic Acid 2-propylamide). As a reaction SMILES: [OH:1][C:2]1[C:3]([C:18](=O)[CH3:19])=[N:4][N:5]([CH3:17])[C:6]=1[C:7]1[CH:12]=[CH:11][C:10]([C:13]([F:16])([F:15])[F:14])=[CH:9][CH:8]=1.[CH3:21][CH:22]([NH:24][C:25]([C:27]1[S:28][C:29]([C:32]([NH:34][NH2:35])=[O:33])=[CH:30][CH:31]=1)=[O:26])[CH3:23].C1(C)C=CC(S(O)(=O)=O)=CC=1>CC(O)C>[CH3:23][CH:22]([NH:24][C:25]([C:27]1[S:28][C:29]([C:32]([NH:34][N:35]=[C:18]([C:3]2[C:2]([OH:1])=[C:6]([C:7]3[CH:12]=[CH:11][C:10]([C:13]([F:16])([F:15])[F:14])=[CH:9][CH:8]=3)[N:5]([CH3:17])[N:4]=2)[CH3:19])=[O:33])=[CH:30][CH:31]=1)=[O:26])[CH3:21]. The reactants are OC=1C(=NN(C1C1=CC=C(C=C1)C(F)(F)F)C)C(C)=O (1-[4-Hydroxy-1-methyl-5-(4-trifluoromethylphenyl)-1H-pyrazol-3-yl]ethanone), CC(C)NC(=O)C=1SC(=CC1)C(=O)NN (5-hydrazinocarbonylthiophene-2-carboxylic acid 2-propylamide), C1(=CC=C(C=C1)S(=O)(=O)O)C (p-toluenesulfonic acid). Reactants: ClC1=C(C=C(O[C@@H]2[C@@H](CNC2)O)C=C1)F (cis-(±)-4-(4-chloro-3-fluorophenoxy)pyrrolidin-3-ol), C=O (HCHO), [BH3-]C#N.[Na+] (NaCNBH3). Solvent: CO (MeOH). Run at time 2 hour. Product: ClC1=C(C=C(O[C@@H]2[C@@H](CN(C2)C)O)C=C1)F (cis-(±)-4-(4-chloro-3-fluorophenoxy)-1-methylpyrrolidin-3-ol). Isolated yield 222.3%. Reaction SMILES: [Cl:1][C:2]1[CH:14]=[CH:13][C:5]([O:6][C@H:7]2[CH2:11][NH:10][CH2:9][C@H:8]2[OH:12])=[CH:4][C:3]=1[F:15].C=O.[BH3-][C:19]#N.[Na+]>CO>[Cl:1][C:2]1[CH:14]=[CH:13][C:5]([O:6][C@H:7]2[CH2:11][N:10]([CH3:19])[CH2:9][C@H:8]2[OH:12])=[CH:4][C:3]=1[F:15] |f:2.3|. Reported procedure: To a solution of 420 (0.35 g, 1.52 mmol) and MeOH (5 mL) was added HCHO (37% in water, 0.42 mL, 15.2 mmol). The mixture was stirred at RT for 2 h and then NaCNBH3 (1.43 g, 22.8 mmol) was added. The reaction was stirred at RT for 3 h. The reaction was quenched with aqueous NH4OH (50 mL) and the mixture was extracted with EtOAc (3×10 mL). The combined organic phases were washed with water (3×50 mL), dried (Na2SO4) and concentrated in vacuo to afford 0.830 g of cis-(±)-4-(4-chloro-3-fluorophenoxy)-...